This data is from the Open Reaction Database (ORD), a public repository of structured organic reaction records. The task is: describe an organic reaction: reactants, conditions, products, and yield Reactants: COC(=O)C(CNC(=O)c1ccccc1)NC(=O)c1ccc(C(=O)NCc2cccc3[nH]ccc23)cc1Cl, CO, [Li+], C1CCOC1, [OH-], O, O. The product is O=C(NCc1cccc2[nH]ccc12)c1ccc(C(=O)NC(CNC(=O)c2ccccc2)C(=O)O)c(Cl)c1. Reaction SMILES: [CH3:1][O:2][C:3]([CH:4]([NH:5][C:6]([c:7]1[c:8]([Cl:26])[cH:9][c:10]([C:13](=[O:14])[NH:15][CH2:16][c:17]2[c:18]3[cH:19][cH:20][nH:21][c:22]3[cH:23][cH:24][cH:25]2)[cH:11][cH:12]1)=[O:27])[CH2:28][NH:29][C:30]([c:31]1[cH:32][cH:33][cH:34][cH:35][cH:36]1)=[O:37])=[O:38].[CH3:43][OH:44].[Li+:41].[O:45]1[CH2:46][CH2:47][CH2:48][CH2:49]1.[OH-:40].[OH2:39].[OH2:42]>>[O:2]=[C:3]([CH:4]([NH:5][C:6]([c:7]1[c:8]([Cl:26])[cH:9][c:10]([C:13](=[O:14])[NH:15][CH2:16][c:17]2[c:18]3[cH:19][cH:20][nH:21][c:22]3[cH:23][cH:24][cH:25]2)[cH:11][cH:12]1)=[O:27])[CH2:28][NH:29][C:30]([c:31]1[cH:32][cH:33][cH:34][cH:35][cH:36]1)=[O:37])[OH:38].